This data is from the Open Reaction Database (ORD), a public repository of structured organic reaction records. The task is: describe an organic reaction: reactants, conditions, products, and yield The reactants are BrC=1C=CC=2N(C1)N=CN2 (6-Bromo-[1,2,4]triazolo[1,5-a]pyridine), ClC=1C=C(C=CC1Cl)C1CNC(C2=CC(=CC=C12)B1OC(C(O1)(C)C)(C)C)(C)C (4-(3,4-dichlorophenyl)-7-(4,4,5,5-tetramethyl-1,3,2-dioxaborolan-2-yl)-1,1-dimethyl-1,2,3,4-tetrahydroisoquinoline), C([O-])([O-])=O.[Cs+].[Cs+] (cesium carbonate). Isolated yield 60.6%. Product: ClC=1C=C(C=CC1Cl)C1CNC(C2=CC(=CC=C12)C=1C=CC=2N(C1)N=CN2)(C)C (4-(3,4-dichlorophenyl)-7-([1,2,4]triazolo[1,5-a]pyridin-6-yl)-1,1-dimethyl-1,2,3,4-tetrahydroisoquinoline). Reaction conditions: temperature 90 celsius, time 1 hour. Reagents/catalysts: C1=CC=C(C=C1)[PH+](C2=CC=CC=C2)[C]3[CH][CH][CH][CH]3.C1=CC=C(C=C1)[PH+](C2=CC=CC=C2)[C]3[CH][CH][CH][CH]3.C(Cl)Cl.Cl[Pd]Cl.[Fe] (Dichloro[1,1′-bis(diphenylphosphino)ferrocene]palladium(II) dichloromethane adduct). RXN SMILES: Br[C:2]1[CH:3]=[CH:4][C:5]2[N:6]([N:8]=[CH:9][N:10]=2)[CH:7]=1.[Cl:11][C:12]1[CH:13]=[C:14]([CH:19]2[C:28]3[C:23](=[CH:24][C:25](B4OC(C)(C)C(C)(C)O4)=[CH:26][CH:27]=3)[C:22]([CH3:39])([CH3:38])[NH:21][CH2:20]2)[CH:15]=[CH:16][C:17]=1[Cl:18].C(=O)([O-])[O-].[Cs+].[Cs+]>CN(C=O)C.O.C1C=CC([PH+]([C]2[CH][CH][CH][CH]2)C2C=CC=CC=2)=CC=1.C1C=CC([PH+]([C]2[CH][CH][CH][CH]2)C2C=CC=CC=2)=CC=1.C(Cl)Cl.Cl[Pd]Cl.[Fe]>[Cl:11][C:12]1[CH:13]=[C:14]([CH:19]2[C:28]3[C:23](=[CH:24][C:25]([C:2]4[CH:3]=[CH:4][C:5]5[N:6]([N:8]=[CH:9][N:10]=5)[CH:7]=4)=[CH:26][CH:27]=3)[C:22]([CH3:39])([CH3:38])[NH:21][CH2:20]2)[CH:15]=[CH:16][C:17]=1[Cl:18] |f:2.3.4,7.8.9.10.11,^1:56,57,58,59,60,74,75,76,77,78|. Reported procedure: 6-Bromo-[1,2,4]triazolo[1,5-a]pyridine (600 mg, 3.03 mmol) was added to a mixture of the boronate ester from step E (873 mg, 1.68 mmol), cesium carbonate (1.97 g, 6.06 mmol) in DMF (60 mL) and water (12 mL). The reaction mixture was deoxygenated with argon. Dichloro[1,1′-bis(diphenylphosphino)ferrocene]palladium(II) dichloromethane adduct (82 mg, 0.10 mmol) was added and the reaction mixture was stirred at 90° C. for 1 hour, cooled, diluted with water, and extracted with dichloromethane (3×). Th... Run in CN(C)C=O (DMF), O (water), O (water). The reactants are C1CCOC1, CCOC(C)=O, O=C(NCc1ccc(B(O)O)cc1)C1CCCC1, O=C(N1CCc2ccc(Cl)c(OS(=O)(=O)C(F)(F)F)c2CC1)C(F)(F)F, [Na+], [Na+], O=C([O-])[O-], O, Cl[Pd]Cl, c1ccc(P(c2ccccc2)c2ccccc2)cc1, c1ccc(P(c2ccccc2)c2ccccc2)cc1. The product is O=C(NCc1ccc(-c2c(Cl)ccc3c2CCN(C(=O)C(F)(F)F)CC3)cc1)C1CCCC1. Reaction SMILES: [CH2:51]1[O:52][CH2:53][CH2:54][CH2:55]1.[CH3:57][CH2:58][O:59][C:60]([CH3:61])=[O:62].[CH:27]1([C:32](=[O:33])[NH:34][CH2:35][c:36]2[cH:37][cH:38][c:39]([B:42]([OH:43])[OH:44])[cH:40][cH:41]2)[CH2:28][CH2:29][CH2:30][CH2:31]1.[Cl:1][c:2]1[c:3]([O:19][S:20]([C:21]([F:22])([F:23])[F:24])(=[O:25])=[O:26])[c:4]2[c:5]([cH:17][cH:18]1)[CH2:6][CH2:7][N:8]([C:11]([C:12]([F:13])([F:14])[F:15])=[O:16])[CH2:9][CH2:10]2.[Na+:45].[Na+:46].[O-:47][C:48](=[O:49])[O-:50].[OH2:56].[Pd:63]([Cl:64])[Cl:65].[c:66]1([P:67]([c:68]2[cH:69][cH:70][cH:71][cH:72][cH:73]2)[c:74]2[cH:75][cH:76][cH:77][cH:78][cH:79]2)[cH:80][cH:81][cH:82][cH:83][cH:84]1.[c:85]1([P:86]([c:87]2[cH:88][cH:89][cH:90][cH:91][cH:92]2)[c:93]2[cH:94][cH:95][cH:96][cH:97][cH:98]2)[cH:99][cH:100][cH:101][cH:102][cH:103]1>>[Cl:1][c:2]1[c:3](-[c:39]2[cH:38][cH:37][c:36]([CH2:35][NH:34][C:32]([CH:27]3[CH2:28][CH2:29][CH2:30][CH2:31]3)=[O:33])[cH:41][cH:40]2)[c:4]2[c:5]([cH:17][cH:18]1)[CH2:6][CH2:7][N:8]([C:11]([C:12]([F:13])([F:14])[F:15])=[O:16])[CH2:9][CH2:10]2. Yields the product FC1=C(CN2CCC3(CN(CCO3)C(=O)C=3N=C(SC3)C(C)C)CC2)C=CC=C1CCO ((9-(2-fluoro-3-(2-hydroxyethyl)benzyl)-1-oxa-4,9-diazaspiro[5.5]undecan-4-yl)(2-isopropylthiazol-4-yl)methanone). Conditions: time 1 hour. The solvent is C1CCOC1 (THF). The reactants are CCCC[N+](CCCC)(CCCC)CCCC.[F-] (TBAF), [Si](C)(C)(C(C)(C)C)OCCC=1C(=C(CN2CCC3(CN(CCO3)C(=O)C=3N=C(SC3)C(C)C)CC2)C=CC1)F ((9-(3-(2-(tert-butyldimethylsilyloxy)ethyl)-2-fluorobenzyl)-1-oxa-4,9-diazaspiro[5.5]undecan-4-yl)(2-isopropylthiazol-4-yl)methanone). Procedure details: TBAF (1M in THF, 13.9 mL) was added to a solution of (9-(3-(2-(tert-butyldimethylsilyloxy)ethyl)-2-fluorobenzyl)-1-oxa-4,9-diazaspiro[5.5]undecan-4-yl)(2-isopropylthiazol-4-yl)methanone [Example 7, step a] (5.35 g) in THF (50 mL) and the resulting mixture was stirred for 1 h. The solvent was evaporated and the residue partitioned between ethyl acetate (100 mL) and water (100 mL). The layers were separated and the aqueous phase was extracted with ethyl acetate (2×100 mL). The combined organic pha... Reaction SMILES: CCCC[N+](CCCC)(CCCC)CCCC.[F-].[Si]([O:26][CH2:27][CH2:28][C:29]1[C:30]([F:57])=[C:31]([CH:54]=[CH:55][CH:56]=1)[CH2:32][N:33]1[CH2:53][CH2:52][C:36]2([O:41][CH2:40][CH2:39][N:38]([C:42]([C:44]3[N:45]=[C:46]([CH:49]([CH3:51])[CH3:50])[S:47][CH:48]=3)=[O:43])[CH2:37]2)[CH2:35][CH2:34]1)(C(C)(C)C)(C)C>C1COCC1>[F:57][C:30]1[C:29]([CH2:28][CH2:27][OH:26])=[CH:56][CH:55]=[CH:54][C:31]=1[CH2:32][N:33]1[CH2:34][CH2:35][C:36]2([O:41][CH2:40][CH2:39][N:38]([C:42]([C:44]3[N:45]=[C:46]([CH:49]([CH3:51])[CH3:50])[S:47][CH:48]=3)=[O:43])[CH2:37]2)[CH2:52][CH2:53]1 |f:0.1|. Reactants: CCO[Si](OCC)(OCC)c1ccc(F)cc1 (effective_coupling_partner), COc2ccc1cc(OC(=O)N(C)C)ccc1c2 (substrate). The reagents and catalysts are dcype. Reaction conditions: temperature 120 celsius, time 12 hour. Yields the product COc3ccc2cc(c1ccc(F)cc1)ccc2c3. Reactants: ClC=1C=C(C=CC1OC1=CC(=CC=C1)C#N)NC1=NC=NC(=C1N(C(C(F)(F)F)=O)C)I (N-(4-{[3-chloro-4-(3-cyanophenoxy)phenyl]amino}-6-iodopyrimidin-5-yl)-2,2,2-trifluoro-N-methylacetamide), [BH4-].[Na+] (sodium borohydride), C(C)(=O)OCC (ethyl acetate). Run in C(C)(C)O.O1CCCC1 (isopropanol tetrahydrofuran). Conditions: time 1.5 hour. Yields the product ClC1=C(OC=2C=C(C#N)C=CC2)C=CC(=C1)NC1=NC=NC(=C1NC)I (3-(2-chloro-4-{[6-iodo-5-(methylamino)pyrimidin-4-yl]amino}phenoxy)benzonitrile). The yield is 90.7%. As a reaction SMILES: [Cl:1][C:2]1[CH:3]=[C:4]([NH:17][C:18]2[C:23]([N:24](C)[C:25](=O)C(F)(F)F)=[C:22]([I:32])[N:21]=[CH:20][N:19]=2)[CH:5]=[CH:6][C:7]=1[O:8][C:9]1[CH:14]=[CH:13][CH:12]=[C:11]([C:15]#[N:16])[CH:10]=1.[BH4-].[Na+].C(OCC)(=O)C>C(O)(C)C.O1CCCC1>[Cl:1][C:2]1[CH:3]=[C:4]([NH:17][C:18]2[C:23]([NH:24][CH3:25])=[C:22]([I:32])[N:21]=[CH:20][N:19]=2)[CH:5]=[CH:6][C:7]=1[O:8][C:9]1[CH:10]=[C:11]([CH:12]=[CH:13][CH:14]=1)[C:15]#[N:16] |f:1.2,4.5|. Procedure: To a solution of N-(4-{[3-chloro-4-(3-cyanophenoxy)phenyl]amino}-6-iodopyrimidin-5-yl)-2,2,2-trifluoro-N-methylacetamide (1.0 g) in isopropanol-tetrahydrofuran (5.0 mL-10 mL) was added sodium borohydride (70 mg) at room temperature. The mixture was stirred at room temperature for 1.5 hrs, and ethyl acetate was added. The mixture washed with water and saturated brine and the organic layer was dried over magnesium sulfate. After concentration under reduced pressure, the residue was separated and p... The solvent is C(Cl)Cl (DCM), C(Cl)Cl (DCM). Starting materials: ClC1=CC(=C(C=C1C=1C=NC(=CC1C#N)C(F)(F)F)S(=O)(=O)N(C1=CC=CC=C1)C)OC (4-Chloro-5-(4-cyano-6-trifluoromethyl-pyridin-3-yl)-2-methoxy-N-methyl-N-phenyl-benzenesulfonamide), B(Br)(Br)Br (BBr3). Reaction conditions: temperature -78 celsius. Procedure: 4-Chloro-5-(4-cyano-6-trifluoromethyl-pyridin-3-yl)-2-methoxy-N-methyl-N-phenyl-benzenesulfonamide (88 mg, 0.18 mmol) was dissolved in DCM (5 mL) and cooled to −78° C. A solution of BBr3 (125 mg, 0.5 mmol, 47 μL) in DCM (1 mL) was added at −78° C. and then warmed to −20° C. for 2 h. The reaction was quenched by addition of water (2 mL) and the mixture was warmed to r.t. followed by addition of EtOAc. The organic layer was separated, washed with NaHCO3 (aq) and dried (MgSO4). Purification by prep... RXN SMILES: [Cl:1][C:2]1[C:7]([C:8]2[CH:9]=[N:10][C:11]([C:16]([F:19])([F:18])[F:17])=[CH:12][C:13]=2[C:14]#[N:15])=[CH:6][C:5]([S:20]([N:23]([CH3:30])[C:24]2[CH:29]=[CH:28][CH:27]=[CH:26][CH:25]=2)(=[O:22])=[O:21])=[C:4]([O:31]C)[CH:3]=1.B(Br)(Br)Br>C(Cl)Cl>[Cl:1][C:2]1[C:7]([C:8]2[CH:9]=[N:10][C:11]([C:16]([F:17])([F:18])[F:19])=[CH:12][C:13]=2[C:14]#[N:15])=[CH:6][C:5]([S:20]([N:23]([CH3:30])[C:24]2[CH:25]=[CH:26][CH:27]=[CH:28][CH:29]=2)(=[O:21])=[O:22])=[C:4]([OH:31])[CH:3]=1. Product: ClC1=CC(=C(C=C1C=1C=NC(=CC1C#N)C(F)(F)F)S(=O)(=O)N(C1=CC=CC=C1)C)O (4-chloro-5-(4-cyano-6-trifluoromethyl-pyridin-3-yl)-2-hydroxy-N-methyl-N-phenyl-benzenesulfonamide). Reactants: C(C)#N (acetonitrile), N=1NN=NC1C[C@@H]1CC[C@H](CC1)OC(C1=CC=CC=C1)=O (trans-benzoic acid 4-(2H-tetrazol-5-ylmethyl)-cyclohexyl ester), COC1=CC=C(CCl)C=C1 (4-methoxybenzyl chloride). Run in C(C)N(CC)CC (triethylamine). Product: COC1=CC=C(CN2N=C(N=N2)C[C@@H]2CC[C@H](CC2)OC(C2=CC=CC=C2)=O)C=C1 (trans-benzoic acid 4-[2-(4-methoxy-benzyl)-2H-tetrazol-5-ylmethyl]-cyclohexyl ester). Isolated yield 32.0%. Reaction SMILES: C(#N)C.[N:4]1[NH:5][N:6]=[N:7][C:8]=1[CH2:9][C@H:10]1[CH2:15][CH2:14][C@H:13]([O:16][C:17](=[O:24])[C:18]2[CH:23]=[CH:22][CH:21]=[CH:20][CH:19]=2)[CH2:12][CH2:11]1.[CH3:25][O:26][C:27]1[CH:34]=[CH:33][C:30]([CH2:31]Cl)=[CH:29][CH:28]=1>C(N(CC)CC)C>[CH3:25][O:26][C:27]1[CH:34]=[CH:33][C:30]([CH2:31][N:6]2[N:5]=[N:4][C:8]([CH2:9][C@H:10]3[CH2:15][CH2:14][C@H:13]([O:16][C:17](=[O:24])[C:18]4[CH:19]=[CH:20][CH:21]=[CH:22][CH:23]=4)[CH2:12][CH2:11]3)=[N:7]2)=[CH:29][CH:28]=1. Procedure: To an acetonitrile (20 mL) suspension of trans-benzoic acid 4-(2H-tetrazol-5-ylmethyl)-cyclohexyl ester (1.34 g) obtained in Example (44b), triethylamine (0.68 mL) and 4-methoxybenzyl chloride (0.70 mL) were added at room temperature. The reaction mixture was heated to reflux for 2 hours, cooled to room temperature, concentrated, then diluted with ethyl acetate, and filtered. The filtrate was washed with 1 N hydrochloric acid, then dried over sodium sulfate, and then concentrated. The residue wa...